Dataset: the Open Reaction Database (ORD), a public repository of structured organic reaction records. Task: describe an organic reaction: reactants, conditions, products, and yield Starting materials: ClCC#N (Chloroacetonitrile), CCOCC (ether), [H-].[Na+] (Sodium hydride), CC1(OC2=CC(=CC=C2C(C1)C1=CC(=CC=C1)C(F)(F)F)O)C (2,2-dimethyl-4-(3-trifluoromethylphenyl)chroman-7-ol). Solvent: CN(C=O)C (dimethylformamide), petrol. Reaction conditions: temperature 60 celsius. Product: C(#N)COC1=CC=C2C(CC(OC2=C1)(C)C)C1=CC(=CC=C1)C(F)(F)F (7-Cyanomethyloxy-2,2-dimethyl-4-(3-trifluoromethylphenyl)chroman). Reaction SMILES: [H-].[Na+].[CH3:3][C:4]1([CH3:25])[CH2:13][CH:12]([C:14]2[CH:19]=[CH:18][CH:17]=[C:16]([C:20]([F:23])([F:22])[F:21])[CH:15]=2)[C:11]2[C:6](=[CH:7][C:8]([OH:24])=[CH:9][CH:10]=2)[O:5]1.Cl[CH2:27][C:28]#[N:29].CCOCC>CN(C)C=O>[C:28]([CH2:27][O:24][C:8]1[CH:7]=[C:6]2[C:11]([CH:12]([C:14]3[CH:19]=[CH:18][CH:17]=[C:16]([C:20]([F:21])([F:23])[F:22])[CH:15]=3)[CH2:13][C:4]([CH3:25])([CH3:3])[O:5]2)=[CH:10][CH:9]=1)#[N:29] |f:0.1|. Procedure: Sodium hydride (0.93 g, 80% dispersion in oil) was added to a solution of 2,2-dimethyl-4-(3-trifluoromethylphenyl)chroman-7-ol (containing 1 mole of carbon tetrachloride of crystallisation) (7.5 g) in dimethylformamide (25 ml). Chloroacetonitrile (1.76 g) was added and the mixture heated at 60° C. for 3 hours. The solvent was removed under reduced pressure and the resulting oil was poured into water. The aqueous solution was extracted with ether and the etheeal extracts were dried (MgSO4) and ev... Reactants: Nc1ccc([N+](=O)[O-])cn1, O, Cc1ccc(S(=O)(=O)Cl)cc1, c1ccncc1. Yields the product Cc1ccc(S(=O)(=O)Nc2ccc([N+](=O)[O-])cn2)cc1. Reaction SMILES: [NH2:7][c:8]1[n:9][cH:10][c:11]([N+:14](=[O:15])[O-:16])[cH:12][cH:13]1.[OH2:28].[c:17]1([CH3:27])[cH:18][cH:19][c:20]([S:23](=[O:24])(=[O:25])[Cl:26])[cH:21][cH:22]1.[cH:1]1[cH:2][cH:3][n:4][cH:5][cH:6]1>>[NH:7]([c:8]1[n:9][cH:10][c:11]([N+:14](=[O:15])[O-:16])[cH:12][cH:13]1)[S:23]([c:20]1[cH:19][cH:18][c:17]([CH3:27])[cH:22][cH:21]1)(=[O:24])=[O:25].